Dataset: the Open Reaction Database (ORD), a public repository of structured organic reaction records. Task: describe an organic reaction: reactants, conditions, products, and yield Reactants: O=C=O, CCOC(=O)Cc1c(C(=O)O)[nH]c2cc(OC(F)(F)F)ccc12, c1ccc2ncccc2c1. Yields the product CCOC(=O)Cc1c[nH]c2cc(OC(F)(F)F)ccc12. Reaction SMILES: [C:24](=[O:25])=[O:26].[CH2:1]([CH3:2])[O:3][C:4]([CH2:5][c:6]1[c:7]([C:20]([OH:21])=[O:22])[nH:8][c:9]2[cH:10][c:11]([O:15][C:16]([F:17])([F:18])[F:19])[cH:12][cH:13][c:14]12)=[O:23].[cH:27]1[cH:28][c:29]2[c:30]([n:31][cH:32][cH:33][cH:34]2)[cH:35][cH:36]1>>[CH2:1]([CH3:2])[O:3][C:4]([CH2:5][c:6]1[cH:7][nH:8][c:9]2[cH:10][c:11]([O:15][C:16]([F:17])([F:18])[F:19])[cH:12][cH:13][c:14]12)=[O:23]. The reactants are C(#N)C1=CC=C(C=C1)S(=O)(=O)NC (4-cyano-N-methylbenzenesulfonamide), BrCC(=C)C1=CC=CC=C1 (α-(bromomethyl)styrene), [H-].[Na+] (sodium hydride). Run in CN(C=O)C (N,N-dimethylformamide). Yields the product C(#N)C1=CC=C(C=C1)S(=O)(=O)N(CC(=C)C1=CC=CC=C1)C (4-cyano-N-methyl-N-(2-phenyl-2-propenyl)benzenesulfonamide). The yield is 46.4%. RXN SMILES: [C:1]([C:3]1[CH:8]=[CH:7][C:6]([S:9]([NH:12][CH3:13])(=[O:11])=[O:10])=[CH:5][CH:4]=1)#[N:2].Br[CH2:15][C:16]([C:18]1[CH:23]=[CH:22][CH:21]=[CH:20][CH:19]=1)=[CH2:17].[H-].[Na+]>CN(C)C=O>[C:1]([C:3]1[CH:4]=[CH:5][C:6]([S:9]([N:12]([CH3:13])[CH2:15][C:16]([C:18]2[CH:23]=[CH:22][CH:21]=[CH:20][CH:19]=2)=[CH2:17])(=[O:11])=[O:10])=[CH:7][CH:8]=1)#[N:2] |f:2.3|. Reported procedure: To a mixture of 2.30 g of 4-cyano-N-methylbenzenesulfonamide, 2.40 g of α-(bromomethyl)styrene and 20 ml of N,N-dimethylformamide, 0.63 g of 50% sodium hydride (oil dispersed) was slowly added with stirring under ice cooling, then the mixture was stirred at room temperature for 6 hours. After evaporating the solvent under a reduced pressure, ethyl acetate was added to the residue. The organic layer was washed with water and dried over anhydrous sodium sulfate. After distilling off the solvent, t... Starting materials: CSC(=NC(C1=CC=CC=C1)=O)N1CCN(CC1)C1=NC=CC=C1 (N-[methylsulfanyl-(4-(pyridin-2-yl)piperazin-1-yl)methylene]-benzamide), BrC1=CC=C(CN(CCCN)C2=NC=CC=C2)C=C1 (N1-(4-bromobenzyl)-N1-(pyridin-2-yl)-propane-1,3-diamine). Solvent: N1=CC=CC=C1 (pyridine). Product: BrC1=CC=C(CN(C2=NC=CC=C2)CCCNC(=NC(C2=CC=CC=C2)=O)N2CCN(CC2)C2=NC=CC=C2)C=C1 (N-[[3-[N-(4-bromo-benzyl)-N-(pyridin-2-yl)amino]propylamino]-(4-pyridin-2-yl-piperazin-1-yl) methylene]benzamide). Yield: 56.5%. Reaction SMILES: CS[C:3]([N:13]1[CH2:18][CH2:17][N:16]([C:19]2[CH:24]=[CH:23][CH:22]=[CH:21][N:20]=2)[CH2:15][CH2:14]1)=[N:4][C:5](=[O:12])[C:6]1[CH:11]=[CH:10][CH:9]=[CH:8][CH:7]=1.[Br:25][C:26]1[CH:43]=[CH:42][C:29]([CH2:30][N:31]([C:36]2[CH:41]=[CH:40][CH:39]=[CH:38][N:37]=2)[CH2:32][CH2:33][CH2:34][NH2:35])=[CH:28][CH:27]=1>N1C=CC=CC=1>[Br:25][C:26]1[CH:43]=[CH:42][C:29]([CH2:30][N:31]([CH2:32][CH2:33][CH2:34][NH:35][C:3]([N:13]2[CH2:18][CH2:17][N:16]([C:19]3[CH:24]=[CH:23][CH:22]=[CH:21][N:20]=3)[CH2:15][CH2:14]2)=[N:4][C:5](=[O:12])[C:6]2[CH:11]=[CH:10][CH:9]=[CH:8][CH:7]=2)[C:36]2[CH:41]=[CH:40][CH:39]=[CH:38][N:37]=2)=[CH:28][CH:27]=1. Reported procedure: To a mixture of N-[methylsulfanyl-(4-(pyridin-2-yl)piperazin-1-yl)methylene]-benzamide (2.9 g, 8.52 mmol) in pyridine (50 ml) was added N1-(4-bromobenzyl)-N1-(pyridin-2-yl)-propane-1,3-diamine (3 g, 9.37 mmol) and the reaction mixture was heated at reflux for 18 h. The volatiles were evaporated in vacuo and the residue dissolved in dichloromethane (100 ml) and evaporated in vacuo. The residue was purified by column chromatography on silica gel (600 ml) using first a mixture of ethyl acetate/trie... The reactants are [Al+3], C=CCOc1ccc(OC)cc1C(=O)OC, C1CCOC1, CCOC(C)=O, [Cl-], [H-], [H-], [H-], [H-], [Li+], [NH4+]. The product is C=CCOc1ccc(OC)cc1CO. As a reaction SMILES: [Al+3:18].[CH2:1]([CH:2]=[CH2:3])[O:4][c:5]1[c:6]([C:7](=[O:8])[O:9][CH3:10])[cH:11][c:12]([O:15][CH3:16])[cH:13][cH:14]1.[CH2:31]1[O:32][CH2:33][CH2:34][CH2:35]1.[CH3:23][CH2:24][O:25][C:26]([CH3:27])=[O:28].[Cl-:29].[H-:17].[H-:20].[H-:21].[H-:22].[Li+:19].[NH4+:30]>>[CH2:1]([CH:2]=[CH2:3])[O:4][c:5]1[c:6]([CH2:7][OH:8])[cH:11][c:12]([O:15][CH3:16])[cH:13][cH:14]1. The reactants are O=C(N=C=S)c1ccccc1, C1CCOC1, NC1(c2ccc(F)c(Br)c2)CC(O)CC1CO. The product is O=C(NC(=S)NC1(c2ccc(F)c(Br)c2)CC(O)CC1CO)c1ccccc1. As a reaction SMILES: [C:18]([c:19]1[cH:20][cH:21][cH:22][cH:23][cH:24]1)(=[O:25])[N:26]=[C:27]=[S:28].[CH2:29]1[O:30][CH2:31][CH2:32][CH2:33]1.[NH2:1][C:2]1([c:10]2[cH:11][c:12]([Br:17])[c:13]([F:16])[cH:14][cH:15]2)[CH2:3][CH:4]([OH:9])[CH2:5][CH:6]1[CH2:7][OH:8]>>[NH:1]([C:2]1([c:10]2[cH:11][c:12]([Br:17])[c:13]([F:16])[cH:14][cH:15]2)[CH2:3][CH:4]([OH:9])[CH2:5][CH:6]1[CH2:7][OH:8])[C:27]([NH:26][C:18]([c:19]1[cH:20][cH:21][cH:22][cH:23][cH:24]1)=[O:25])=[S:28]. Starting materials: COC(C1=C(C(=NC=C1)C#N)Cl)=O (3-chloro-2-cyano-isonicotinic acid methyl ester), C(C)(=O)O (acetic acid). The reagents and catalysts are [Pd] (palladium on charcoal). Solvent: ClCCl (dichloromethane), CO (methanol), CO (methanol), C(=O)O (formic acid), C(C)(=O)OC(C)=O (acetic anhydride), ClCCl (dichloromethane). Reaction conditions: time 18 hour. Yields the product COC(C1=C(C(=NC=C1)CNC=O)Cl)=O (3-Chloro-2-formylaminomethyl-isonicotinic acid methylester), solid. Isolated yield 44.0%. Reaction SMILES: [CH3:1][O:2][C:3](=[O:13])[C:4]1[CH:9]=[CH:8][N:7]=[C:6]([C:10]#[N:11])[C:5]=1[Cl:12].[C:14](O)(=[O:16])C>[Pd].CO.C(O)=O.C(OC(=O)C)(=O)C.ClCCl>[CH3:1][O:2][C:3](=[O:13])[C:4]1[CH:9]=[CH:8][N:7]=[C:6]([CH2:10][NH:11][CH:14]=[O:16])[C:5]=1[Cl:12]. Procedure: A mixture of 3-chloro-2-cyano-isonicotinic acid methyl ester (2.9 g, 14.8 mmol) and 10% palladium on charcoal (293 mg) in acetic acid (65 mL) was degassed and backfilled with hydrogen three times. The reaction mixture was stirred at room temperature under an atmosphere of hydrogen (1 bar) for 18 hours and then filtered. The filtrate was concentrated under reduced pressure to give a residue which was dissolved in methanol and loaded onto a 50 g Isolute® SCX-2 cartridge, eluted with methanol follo... The reactants are NC=1C=C(C(=O)OC)C=CC1C(=O)NC (methyl 3-amino-4-(methylamino)carbonylbenzoate), [OH-].[Na+] (sodium hydroxide), Cl (hydrochloric acid). Solvent: C(C)(=O)O (acetic acid). Reaction conditions: time 4 hour. Product: NC=1C=C(C(=O)O)C=CC1C(=O)NC (3-amino-4-(methylamino)carbonylbenzoic acid). The yield is 68.7%. As a reaction SMILES: [NH2:1][C:2]1[CH:3]=[C:4]([CH:9]=[CH:10][C:11]=1[C:12]([NH:14][CH3:15])=[O:13])[C:5]([O:7]C)=[O:6].[OH-].[Na+].Cl>C(O)(=O)C>[NH2:1][C:2]1[CH:3]=[C:4]([CH:9]=[CH:10][C:11]=1[C:12]([NH:14][CH3:15])=[O:13])[C:5]([OH:7])=[O:6] |f:1.2|. Procedure details: A mixture of methyl 3-amino-4-(methylamino)carbonylbenzoate (0.624 g, 0.003 mol) and 1N sodium hydroxide (4.5 mol, 0.0045 mol) was stirred at room temperature for 4 h. The mixture was neutralized with concentrated hydrochloric acid and then acetic acid was added to bring the pH close to 3. The precipitate obtained was collected by filtration, washed with water, and dried under vacuum over acetone for 24 h to give 0.4 g (69%) of 3-amino-4-(methylamino)carbonylbenzoic acid as a pale yellow powder,... The reactants are CCOCC, C=[N+]=[N-], CC(C)(C)[Si](OC(C=CC1C(O)CC(O)C1CC=CCCCC(=O)O)c1cc2ccccc2s1)(c1ccccc1)c1ccccc1. Product: COC(=O)CCCC=CCC1C(O)CC(O)C1C=CC(O[Si](c1ccccc1)(c1ccccc1)C(C)(C)C)c1cc2ccccc2s1. Reaction SMILES: [CH3:50][CH2:51][O:52][CH2:53][CH3:54].[N+:47](=[N-:48])=[CH2:49].[s:1]1[c:2]2[c:3]([cH:4][c:5]1[CH:6]([CH:7]=[CH:8][CH:9]1[CH:10]([CH2:16][CH:17]=[CH:18][CH2:19][CH2:20][CH2:21][C:22](=[O:23])[OH:24])[CH:11]([OH:15])[CH2:12][CH:13]1[OH:14])[O:25][Si:26]([c:27]1[cH:28][cH:29][cH:30][cH:31][cH:32]1)([c:33]1[cH:34][cH:35][cH:36][cH:37][cH:38]1)[C:39]([CH3:40])([CH3:41])[CH3:42])[cH:43][cH:44][cH:45][cH:46]2>>[s:1]1[c:2]2[c:3]([cH:4][c:5]1[CH:6]([CH:7]=[CH:8][CH:9]1[CH:10]([CH2:16][CH:17]=[CH:18][CH2:19][CH2:20][CH2:21][C:22](=[O:23])[O:24][CH3:49])[CH:11]([OH:15])[CH2:12][CH:13]1[OH:14])[O:25][Si:26]([c:27]1[cH:28][cH:29][cH:30][cH:31][cH:32]1)([c:33]1[cH:34][cH:35][cH:36][cH:37][cH:38]1)[C:39]([CH3:40])([CH3:41])[CH3:42])[cH:43][cH:44][cH:45][cH:46]2. Reactants: CO, CC(C)(C)OC(=O)NC(Cc1ccccc1)C(O)C(=O)NC1CC1, ClCCl, Cl. Yields the product [NH3+]C(Cc1ccccc1)C(O)C(=O)NC1CC1, [Cl-]. RXN SMILES: [CH3:26][OH:27].[CH:1]1([NH:4][C:5]([CH:6]([CH:7]([CH2:8][c:9]2[cH:10][cH:11][cH:12][cH:13][cH:14]2)[NH:15][C:16](=[O:17])[O:18][C:19]([CH3:20])([CH3:21])[CH3:22])[OH:23])=[O:24])[CH2:2][CH2:3]1.[Cl:28][CH2:29][Cl:30].[ClH:25]>>[CH:1]1([NH:4][C:5]([CH:6]([CH:7]([CH2:8][c:9]2[cH:10][cH:11][cH:12][cH:13][cH:14]2)[NH3+:15])[OH:23])=[O:24])[CH2:2][CH2:3]1.[Cl-:25]. Reactants: CC1(C)Oc2ccc(C#N)cc2C(N2CCNC2=NC#N)C1O, CC(=O)OC(C)=O, CCOC(C)=O, c1ccncc1. Product: CC(=O)OC1C(N2CCNC2=NC#N)c2cc(C#N)ccc2OC1(C)C. Reaction SMILES: [C:1](#[N:2])[N:3]=[C:4]1[N:5]([CH:9]2[CH:10]([OH:23])[C:11]([CH3:21])([CH3:22])[O:12][c:13]3[c:14]2[cH:15][c:16]([C:19]#[N:20])[cH:17][cH:18]3)[CH2:6][CH2:7][NH:8]1.[CH3:24][C:25](=[O:26])[O:27][C:28](=[O:29])[CH3:30].[CH3:37][CH2:38][O:39][C:40](=[O:41])[CH3:42].[cH:31]1[cH:32][cH:33][n:34][cH:35][cH:36]1>>[C:1](#[N:2])[N:3]=[C:4]1[N:5]([CH:9]2[CH:10]([O:23][C:25]([CH3:24])=[O:26])[C:11]([CH3:21])([CH3:22])[O:12][c:13]3[c:14]2[cH:15][c:16]([C:19]#[N:20])[cH:17][cH:18]3)[CH2:6][CH2:7][NH:8]1.